Dataset: the Open Reaction Database (ORD), a public repository of structured organic reaction records. Task: describe an organic reaction: reactants, conditions, products, and yield The reactants are C1(O)=CC=C(O)C=C1 (hydroquinone), [O-2].[Ca+2] (calcium oxide), CC1=C(O)C=CC(=C1)O (monomethylhydroquinone), CC=1C(=C(O)C=CC1O)C (dimethylhydroquinone), C1(O)=CC=C(O)C=C1 (hydroquinone), CC=1C(=C(C(=C(O)C1)C)C)O (trimethylhydroquinone). Run in CO (methanol). Run at time 8 minute. The product is CC1=C(C(=C(C(=C1O)C)C)O)C (tetramethylhydroquinone). RXN SMILES: [C:1]1(C=CC(O)=CC=1)O.[O-2].[Ca+2].CC1C=C(O)C=CC=1O.CC1C(C)=C(C=CC=1O)O.[CH3:30][C:31]1[C:32]([OH:40])=[C:33]([CH3:39])[C:34]([CH3:38])=[C:35]([CH:37]=1)[OH:36]>CO>[CH3:30][C:31]1[C:32]([OH:40])=[C:33]([CH3:39])[C:34]([CH3:38])=[C:35]([OH:36])[C:37]=1[CH3:1] |f:1.2|. Procedure: Into an autoclave (inner volume: 4.5 ml, made of SUS 316, without manometer) were charged 0.016 g of hydroquinone, 1.355 g of methanol and 2.5 mg of calcium oxide (manufactured by Wako Pure Chemical Ind., Ltd.). The reaction was started by elevating the temperature up to425° C. with sand bath. After 8 minutes, the autoclave was quickly cooled and the reaction solution was taken out from the autoclave when the temperature was cooled back to the room temperature. The measurement according to the p...